Dataset: the Open Reaction Database (ORD), a public repository of structured organic reaction records. Task: describe an organic reaction: reactants, conditions, products, and yield Starting materials: CC(C)(C)[S@@](=O)NC(CC(=O)N)(C1=CC(=CC=C1)OC(F)(F)F)C1=CC(=CC=C1)OC(F)(F)F ((R)-3-(2-methylpropan-2-ylsulfinamido)-3,3-bis(3-(trifluoromethoxy)phenyl)propanamide), CO (MeOH). Solvent: N (NH3), C(CO)O (ethylene glycol), CCOC(=O)C (EtOAc). Run at temperature 120 celsius. Yields the product CC(C)(C)S(=O)NC(CC(=O)N)(C1=CC(=CC=C1)OC(F)(F)F)C1=CC(=CC=C1)OC(F)(F)F (3-(2-methylpropan-2-ylsulfinamido)-3,3-bis(3-(trifluoromethoxy)phenyl)-propanamide). Yield: 76.3%. RXN SMILES: [CH3:1][C:2]([S@:5]([NH:7][C:8]([C:24]1[CH:29]=[CH:28][CH:27]=[C:26]([O:30][C:31]([F:34])([F:33])[F:32])[CH:25]=1)([C:13]1[CH:18]=[CH:17][CH:16]=[C:15]([O:19][C:20]([F:23])([F:22])[F:21])[CH:14]=1)[CH2:9][C:10]([NH2:12])=[O:11])=[O:6])([CH3:4])[CH3:3].CO>N.C(O)CO.CCOC(C)=O>[CH3:4][C:2]([S:5]([NH:7][C:8]([C:13]1[CH:18]=[CH:17][CH:16]=[C:15]([O:19][C:20]([F:23])([F:21])[F:22])[CH:14]=1)([C:24]1[CH:29]=[CH:28][CH:27]=[C:26]([O:30][C:31]([F:33])([F:34])[F:32])[CH:25]=1)[CH2:9][C:10]([NH2:12])=[O:11])=[O:6])([CH3:1])[CH3:3]. Reported procedure: (R)-3-(2-methylpropan-2-ylsulfinamido)-3,3-bis(3-(trifluoromethoxy)phenyl)propanamide (prepared as described for Procedure 11, 0.70 g, 1.33 mmol) was dissolved in 8N NH3 in ethylene glycol (6 mL) at room temperature in a microwave vial. The reaction mixture was heated at 120° C. for 1200 sec, and then at 130° C. for 1200 sec under microwave irradiation. After cooling, the cap was removed, and H2O was added. The mixture was extracted with EtOAc (3×), washed with H2O and brine, dried over Na2SO4, ... Starting materials: OCCN1C(NCC1)=NC1=C(C=CC=C1)N1CCOCC1 (4-(2-[1-(2-hydroxyethyl)-2-imidazolidinylideneamino]phenyl)morpholine), C(C)(=O)OC(C)=O (acetic anhydride). Run in ClCCl (dichloromethane). Yields the product C(C)(=O)OCCN1C(NCC1)=NC1=C(C=CC=C1)N1CCOCC1 (4-(2-[1-(2-acetyloxyethyl)-2-imidazolidinylideneamino]phenyl)morpholine). Reaction SMILES: [OH:1][CH2:2][CH2:3][N:4]1[CH2:8][CH2:7][NH:6][C:5]1=[N:9][C:10]1[CH:15]=[CH:14][CH:13]=[CH:12][C:11]=1[N:16]1[CH2:21][CH2:20][O:19][CH2:18][CH2:17]1.[C:22](OC(=O)C)(=[O:24])[CH3:23]>ClCCl>[C:22]([O:1][CH2:2][CH2:3][N:4]1[CH2:8][CH2:7][NH:6][C:5]1=[N:9][C:10]1[CH:15]=[CH:14][CH:13]=[CH:12][C:11]=1[N:16]1[CH2:17][CH2:18][O:19][CH2:20][CH2:21]1)(=[O:24])[CH3:23]. Procedure: Reaction of 4-(2-[1-(2-hydroxyethyl)-2-imidazolidinylideneamino]phenyl)morpholine (3 g prepared as described in Example 175) in dichloromethane (20 ml) with acetic anhydride (0.86 g) yielded 4-(2-[1-(2-acetyloxyethyl)-2-imidazolidinylideneamino]phenyl)morpholine (m.p. 89°-91° C.) which was recrystallised from hexane. Starting materials: CC(C)(C)[O-], CS(C)=O, Fc1cccc(CBr)c1F, [K+], Nc1cc(N)nc(S)n1. Yields the product Nc1cc(N)nc(SCc2cccc(F)c2F)n1. Reaction SMILES: [CH3:10][C:11]([CH3:12])([O-:13])[CH3:14].[CH3:26][S:27]([CH3:28])=[O:29].[F:16][c:17]1[c:18]([CH2:19][Br:20])[cH:21][cH:22][cH:23][c:24]1[F:25].[K+:15].[NH2:1][c:2]1[n:3][c:4]([SH:9])[n:5][c:6]([NH2:8])[cH:7]1>>[NH2:1][c:2]1[n:3][c:4]([S:9][CH2:19][c:18]2[c:17]([F:16])[c:24]([F:25])[cH:23][cH:22][cH:21]2)[n:5][c:6]([NH2:8])[cH:7]1. The yield is 81.9%. Conditions: time 2 hour. The solvent is O (water). Product: C(C1=CC=CC=C1)OC(=O)NCC[C@H](CC(=O)O)OC1OCCCC1 ((3R)-5-benzyloxycarbonylamino-3-(2-tetrahydropyranyloxy)pentanoic acid). Procedure: Into a 500-ml four-necked flask were poured 61.8 g (0.163 mole) of ethyl (3R)-5-benzyloxycarbonylamino-3-(2-tetrahydropyranyloxy)pentanoate (2-b) obtained by the above process A and 124 ml of methanol. Then, the contents of the flask were cooled with ice. Furthermore, 72 ml of a 10 wt% aqueous sodium hydroxide solution were added to the contents, and the contents were allowed to completely hydrolyze for 2 hours at the same temperature. Into the solution was added 90 ml of water, and the aqueous ... The reactants are C(C1=CC=CC=C1)OC(=O)NCC[C@H](CC(=O)OCC)OC1OCCCC1 (ethyl (3R)-5-benzyloxycarbonylamino-3-(2-tetrahydropyranyloxy)pentanoate), CO (methanol), [OH-].[Na+] (sodium hydroxide). RXN SMILES: [CH2:1]([O:8][C:9]([NH:11][CH2:12][CH2:13][C@@H:14]([O:21][CH:22]1[CH2:27][CH2:26][CH2:25][CH2:24][O:23]1)[CH2:15][C:16]([O:18]CC)=[O:17])=[O:10])[C:2]1[CH:7]=[CH:6][CH:5]=[CH:4][CH:3]=1.CO.[OH-].[Na+]>O>[CH2:1]([O:8][C:9]([NH:11][CH2:12][CH2:13][C@@H:14]([O:21][CH:22]1[CH2:27][CH2:26][CH2:25][CH2:24][O:23]1)[CH2:15][C:16]([OH:18])=[O:17])=[O:10])[C:2]1[CH:3]=[CH:4][CH:5]=[CH:6][CH:7]=1 |f:2.3|.